From a dataset of the Open Reaction Database (ORD), a public repository of structured organic reaction records. describe an organic reaction: reactants, conditions, products, and yield Starting materials: CCCCO, CCN(C(C)C)C(C)C, O=[N+]([O-])c1cnc(Cl)nc1Nc1cc(C2CC2)[nH]n1, CC(N)c1ccc(F)cc1. The product is CC(Nc1ncc([N+](=O)[O-])c(Nc2cc(C3CC3)[nH]n2)n1)c1ccc(F)cc1. Reaction SMILES: [CH2:39]([OH:40])[CH2:41][CH2:42][CH3:43].[CH:30]([N:31]([CH2:32][CH3:33])[CH:34]([CH3:35])[CH3:36])([CH3:37])[CH3:38].[Cl:1][c:2]1[n:3][cH:4][c:5]([N+:17](=[O:18])[O-:19])[c:6]([NH:8][c:9]2[n:10][nH:11][c:12]([CH:14]3[CH2:15][CH2:16]3)[cH:13]2)[n:7]1.[F:20][c:21]1[cH:22][cH:23][c:24]([CH:27]([CH3:28])[NH2:29])[cH:25][cH:26]1>>[c:2]1([NH:29][CH:27]([c:24]2[cH:23][cH:22][c:21]([F:20])[cH:26][cH:25]2)[CH3:28])[n:3][cH:4][c:5]([N+:17](=[O:18])[O-:19])[c:6]([NH:8][c:9]2[n:10][nH:11][c:12]([CH:14]3[CH2:15][CH2:16]3)[cH:13]2)[n:7]1.